From a dataset of the Open Reaction Database (ORD), a public repository of structured organic reaction records. describe an organic reaction: reactants, conditions, products, and yield Starting materials: BrC=1N=C(SC1)C=O (4-bromo-1,3-thiazole-2-carbaldehyde), C([O-])([O-])=O.[K+].[K+] (potassium carbonate), CC(C)OC(N[C@@H]1C[C@@H](N(C2=CC=C(C=C12)B1OC(C(O1)(C)C)(C)C)C(C)=O)C)=O (1-methylethyl[(cis)-1-acetyl-2-methyl-6-(4,4,5,5-tetramethyl-1,3,2-dioxaborolan-2-yl)-1,2,3,4-tetrahydro-4-quinolinyl]carbamate), CC(C)OC(NC1CC(N(C2=CC=C(C=C12)B1OC(C(O1)(C)C)(C)C)C(C)=O)C)=O (1-methylethyl[1-acetyl-2-methyl-6-(4,4,5,5-tetramethyl-1,3,2-dioxaborolan-2-yl)-1,2,3,4-tetrahydro-4-quinolinyl]carbamate). The reagents and catalysts are C=1C=CC(=CC1)[P](C=2C=CC=CC2)(C=3C=CC=CC3)[Pd]([P](C=4C=CC=CC4)(C=5C=CC=CC5)C=6C=CC=CC6)([P](C=7C=CC=CC7)(C=8C=CC=CC8)C=9C=CC=CC9)[P](C=1C=CC=CC1)(C=1C=CC=CC1)C=1C=CC=CC1 (tetrakis(triphenylphosphine)palladium(0)). Solvent: C(C)O (ethanol), C1(=CC=CC=C1)C (toluene). The product is CC(C)OC(N[C@@H]1C[C@@H](N(C2=CC=C(C=C12)C=1N=C(SC1)C=O)C(C)=O)C)=O (1-methylethyl[(cis)-1-acetyl-6-(2-formyl-1,3-thiazol-4-yl)-2-methyl-1,2,3,4-tetrahydro-4-quinolinyl]carbamate). Reaction SMILES: [CH3:1][CH:2]([O:4][C:5](=[O:30])[NH:6][C@H:7]1[C:16]2[C:11](=[CH:12][CH:13]=[C:14](B3OC(C)(C)C(C)(C)O3)[CH:15]=2)[N:10]([C:26](=[O:28])[CH3:27])[C@@H:9]([CH3:29])[CH2:8]1)[CH3:3].CC(OC(=O)NC1C2C(=CC=C(B3OC(C)(C)C(C)(C)O3)C=2)N(C(=O)C)C(C)C1)C.Br[C:62]1[N:63]=[C:64]([CH:67]=[O:68])[S:65][CH:66]=1.C(=O)([O-])[O-].[K+].[K+]>C(O)C.C1(C)C=CC=CC=1.C1C=CC([P]([Pd]([P](C2C=CC=CC=2)(C2C=CC=CC=2)C2C=CC=CC=2)([P](C2C=CC=CC=2)(C2C=CC=CC=2)C2C=CC=CC=2)[P](C2C=CC=CC=2)(C2C=CC=CC=2)C2C=CC=CC=2)(C2C=CC=CC=2)C2C=CC=CC=2)=CC=1>[CH3:3][CH:2]([O:4][C:5](=[O:30])[NH:6][C@H:7]1[C:16]2[C:11](=[CH:12][CH:13]=[C:14]([C:62]3[N:63]=[C:64]([CH:67]=[O:68])[S:65][CH:66]=3)[CH:15]=2)[N:10]([C:26](=[O:28])[CH3:27])[C@@H:9]([CH3:29])[CH2:8]1)[CH3:1] |f:3.4.5,^1:88,90,109,128|. Procedure: 1-methylethyl[(cis)-1-acetyl-2-methyl-6-(4,4,5,5-tetramethyl-1,3,2-dioxaborolan-2-yl)-1,2,3,4-tetrahydro-4-quinolinyl]carbamate (for a preparation see Intermediate 12) (50 mg, 0.120 mmol) was mixed with 4-bromo-1,3-thiazole-2-carbaldehyde (34.6 mg, 0.180 mmol, available from Frontier), potassium carbonate (33.2 mg, 0.240 mmol), tetrakis(triphenylphosphine)palladium(0) (6.94 mg, 6.01 μmol) and dissolved in ethanol (0.5 mL) and toluene (0.5 mL). The mixture was heated in a nitrogen-flushed microwa...